This data is from the Open Reaction Database (ORD), a public repository of structured organic reaction records. The task is: describe an organic reaction: reactants, conditions, products, and yield Reactants: [OH-].[Na+] (Sodium hydroxide), C12(CC3CC(CC(C1)C3)C2)NC(=O)C#CC2=C(NC3=CC(=CC(=C23)Cl)Cl)C(=O)OCC (Ethyl 3-(2'-(1-Adamantylcarbamoyl)-ethynyl)-4,6-dichloroindole-2-carboxylate), O (water). Run in C(C)(C)O (isopropyl alcohol). Conditions: temperature 60 celsius. Yields the product [Na+].C12(CC3CC(CC(C1)C3)C2)NC(=O)C#CC2=C(NC3=CC(=CC(=C23)Cl)Cl)C(=O)[O-] (3-(2'-(1-Adamantylcarbamoyl)-ethynyl)-4,6-dichloroindole-2-carboxylic acid sodium salt). Yield: 93.6%. RXN SMILES: [OH-].[Na+:2].[C:3]12([NH:13][C:14]([C:16]#[C:17][C:18]3[C:26]4[C:21](=[CH:22][C:23]([Cl:28])=[CH:24][C:25]=4[Cl:27])[NH:20][C:19]=3[C:29]([O:31]CC)=[O:30])=[O:15])[CH2:12][CH:7]3[CH2:8][CH:9]([CH2:11][CH:5]([CH2:6]3)[CH2:4]1)[CH2:10]2.O>C(O)(C)C>[Na+:2].[C:3]12([NH:13][C:14]([C:16]#[C:17][C:18]3[C:26]4[C:21](=[CH:22][C:23]([Cl:28])=[CH:24][C:25]=4[Cl:27])[NH:20][C:19]=3[C:29]([O-:31])=[O:30])=[O:15])[CH2:12][CH:7]3[CH2:8][CH:9]([CH2:11][CH:5]([CH2:6]3)[CH2:4]1)[CH2:10]2 |f:0.1,5.6|. Procedure: Sodium hydroxide (59 mg) was added to a solution of Example 18 (170 mg) in isopropyl alcohol (5.4 ml) and the reaction was heated at 60° C. for 3 h. After cooling, water (6 ml) was added and the resulting yellow precipitate was filtered and washed well with more water, then dried to furnish the title compound (157 mg,) as a white solid. The reactants are ClC1=CC=CC=2N(CCN(CCC21)C)N (7-chloro-4-methyl-3,4,5,6-tetrahydro-2H-benzo[e][1,4]diazocin-1-ylamine), C1(CCCC1)=O (cyclopentanone), O.C1(=CC=C(C=C1)S(=O)(=O)O)C (p-toluenesulfonic acid monohydrate). Run in C(C)(=O)OCC (ethyl acetate), C(CC)O (1-propanol). Product: ClC1=CC=C2C3=C(N4C2=C1CCN(CC4)C)CCC3 (6-Chloro-3-methyl-2,3,4,5,10,11-hexahydro-1H,9H-cyclopenta[b][1,4]diazocino[7,8,1-hi]indole). The yield is 13.7%. RXN SMILES: [Cl:1][C:2]1[C:13]2[CH2:12][CH2:11][N:10]([CH3:14])[CH2:9][CH2:8][N:7](N)[C:6]=2[CH:5]=[CH:4][CH:3]=1.[C:16]1(=O)[CH2:20][CH2:19][CH2:18][CH2:17]1.O.C1(C)C=CC(S(O)(=O)=O)=CC=1>C(O)CC.C(OCC)(=O)C>[Cl:1][C:2]1[C:13]2[CH2:12][CH2:11][N:10]([CH3:14])[CH2:9][CH2:8][N:7]3[C:6]=2[C:5]([C:16]2[CH2:20][CH2:19][CH2:18][C:17]=23)=[CH:4][CH:3]=1 |f:2.3|. Procedure: To a solution of 7-chloro-4-methyl-3,4,5,6-tetrahydro-2H-benzo[e][1,4]diazocin-1-ylamine (1.20 g, 5.32 mmole) in 1-propanol (100 mL) was added cyclopentanone (6.66 g, 79.14 mmole) followed by p-toluenesulfonic acid monohydrate (3.2 g, 16.8 mmole) and the resulting reaction mixture was refluxed for 24 hours. The reaction mixture was cooled to room temperature and solvent removed in vacuo to produce a brown residue. The residue was diluted with ethyl acetate (300 mL) and washed with saturated sodi... Conditions: temperature 100 celsius, time 8 hour. Product: FC1=C(C=CC(=C1)C1=C(N=C2N1C1=C(NC3=C2C=CC=C3)N=CC=C1)C1=C(C=CC=C1)C)C1(CCC1)NC(OC(C)(C)C)=O (tert-butyl (1-(2-fluoro-4-(2-(o-tolyl)-9H-benzo[f]imidazo[1,2-d]pyrido[2,3-b][1,4]diazepin-3-yl)phenyl)cyclobutyl)carbamate). Isolated yield 152.1%. Reactants: BrC1=C(N=C2N1C1=C(NC3=C2C=CC=C3)N=CC=C1)C1=C(C=CC=C1)C (3-bromo-2-(o-tolyl)-9H-benzo[f]imidazo[1,2-d]pyrido[2,3-b][1,4]diazepine), FC1=C(C=CC(=C1)B1OC(C(O1)(C)C)(C)C)C1(CCC1)NC(OC(C)(C)C)=O (tert-butyl (1-(2-fluoro-4-(4,4,5,5-tetramethyl-1,3,2-dioxaborolan-2-yl)phenyl)cyclobutyl)carbamate), C(C)O (ethanol), C([O-])(O)=O.[Na+] (sodium bicarbonate). Procedure details: To a suspension of 3-bromo-2-(o-tolyl)-9H-benzo[f]imidazo[1,2-d]pyrido[2,3-b][1,4]diazepine (0.06 g, 1 eq.) in a mixture of toluene (0.5 mL), ethanol (0.5 mL), and saturated sodium bicarbonate (0.1 mL) was added tert-butyl (1-(2-fluoro-4-(4,4,5,5-tetramethyl-1,3,2-dioxaborolan-2-yl)phenyl)cyclobutyl)carbamate (0.088 g, 1.5 eq.). The reaction was degassed (nitrogen) for 5 minutes and tetrakis(triphenylphosphine)palladium(0) added (0.017 g). The reaction was again degassed for 5 minutes and stirre... Solvent: C1(=CC=CC=C1)C (toluene). As a reaction SMILES: Br[C:2]1[N:6]2[C:7]3[CH:19]=[CH:18][CH:17]=[N:16][C:8]=3[NH:9][C:10]3[CH:15]=[CH:14][CH:13]=[CH:12][C:11]=3[C:5]2=[N:4][C:3]=1[C:20]1[CH:25]=[CH:24][CH:23]=[CH:22][C:21]=1[CH3:26].C(O)C.C(=O)(O)[O-].[Na+].[F:35][C:36]1[CH:41]=[C:40](B2OC(C)(C)C(C)(C)O2)[CH:39]=[CH:38][C:37]=1[C:51]1([NH:55][C:56](=[O:62])[O:57][C:58]([CH3:61])([CH3:60])[CH3:59])[CH2:54][CH2:53][CH2:52]1>C1(C)C=CC=CC=1>[F:35][C:36]1[CH:41]=[C:40]([C:2]2[N:6]3[C:7]4[CH:19]=[CH:18][CH:17]=[N:16][C:8]=4[NH:9][C:10]4[CH:15]=[CH:14][CH:13]=[CH:12][C:11]=4[C:5]3=[N:4][C:3]=2[C:20]2[CH:25]=[CH:24][CH:23]=[CH:22][C:21]=2[CH3:26])[CH:39]=[CH:38][C:37]=1[C:51]1([NH:55][C:56](=[O:62])[O:57][C:58]([CH3:61])([CH3:59])[CH3:60])[CH2:54][CH2:53][CH2:52]1 |f:2.3|. Reactants: NC1=CC=C2C(=N1)C(=CN2)C2CCN(CC2)C (5-amino-3-(1-methylpiperidin-4-yl)pyrrolo[3,2-b]pyridine), FC(C1=CC=C(C(=O)Cl)C=C1)(F)F (4-trifluoromethylbenzoyl chloride). Yield: 73.4%. Procedure details: Beginning with 0.010 gm (0.044 mMol) 5-amino-3-(1-methylpiperidin-4-yl)pyrrolo[3,2-b]pyridine and 0.008 mL (0.058 mMol) 4-trifluoromethylbenzoyl chloride, 0.013 gm (73%) of the title compound were prepared essentially by the procedure described in Example 7. Product: FC(C1=CC=C(C(=O)NC2=CC=C3C(=N2)C(=CN3)C3CCN(CC3)C)C=C1)(F)F (5-(N-[4-trifluoromethylbenzoyl]amino)-3-(1-methylpiperidin-4-yl)pyrrolo[3,2-b]pyridine). As a reaction SMILES: [NH2:1][C:2]1[N:7]=[C:6]2[C:8]([CH:11]3[CH2:16][CH2:15][N:14]([CH3:17])[CH2:13][CH2:12]3)=[CH:9][NH:10][C:5]2=[CH:4][CH:3]=1.[F:18][C:19]([F:30])([F:29])[C:20]1[CH:28]=[CH:27][C:23]([C:24](Cl)=[O:25])=[CH:22][CH:21]=1>>[F:18][C:19]([F:29])([F:30])[C:20]1[CH:28]=[CH:27][C:23]([C:24]([NH:1][C:2]2[N:7]=[C:6]3[C:8]([CH:11]4[CH2:16][CH2:15][N:14]([CH3:17])[CH2:13][CH2:12]4)=[CH:9][NH:10][C:5]3=[CH:4][CH:3]=2)=[O:25])=[CH:22][CH:21]=1. Starting materials: ClCCl, O=C(O)CCc1ccccc1[N+](=O)[O-], O=S(Cl)Cl. Product: O=C(Cl)CCc1ccccc1[N+](=O)[O-]. As a reaction SMILES: [CH2:19]([Cl:20])[Cl:21].[N+:1](=[O:2])([O-:3])[c:4]1[c:5]([CH2:10][CH2:11][C:12](=[O:13])[OH:14])[cH:6][cH:7][cH:8][cH:9]1.[S:15]([Cl:16])([Cl:17])=[O:18]>>[N+:1](=[O:2])([O-:3])[c:4]1[c:5]([CH2:10][CH2:11][C:12](=[O:14])[Cl:17])[cH:6][cH:7][cH:8][cH:9]1. Reaction SMILES: [CH2:1]([O:11][C:12]1[CH:13]=[C:14]([CH:17]=[C:18]([O:20][CH2:21][CH2:22][CH2:23][CH2:24][CH2:25][CH2:26][CH2:27][CH2:28][CH2:29][CH3:30])[CH:19]=1)[CH:15]=O)[CH2:2][CH2:3][CH2:4][CH2:5][CH2:6][CH2:7][CH2:8][CH2:9][CH3:10].[CH:31]([C:33]1[CH:49]=[CH:48][C:36]([O:37][CH2:38][CH2:39][CH2:40][CH2:41][CH2:42][CH2:43][O:44][C:45](=[O:47])[CH3:46])=[CH:35][CH:34]=1)=O.[NH:50]1[CH:54]=[CH:53][CH:52]=[CH:51]1>>[C:45]([O:44][CH2:43][CH2:42][CH2:41][CH2:40][CH2:39][CH2:38][O:37][C:36]1[CH:48]=[CH:49][C:33]([C:31]2[C:54]3[NH:50][C:51]([C:15]([C:14]4[CH:17]=[C:18]([O:20][CH2:21][CH2:22][CH2:23][CH2:24][CH2:25][CH2:26][CH2:27][CH2:28][CH2:29][CH3:30])[CH:19]=[C:12]([O:11][CH2:1][CH2:2][CH2:3][CH2:4][CH2:5][CH2:6][CH2:7][CH2:8][CH2:9][CH3:10])[CH:13]=4)=[C:51]4[N:50]=[C:54]([C:15]([C:14]5[CH:17]=[C:18]([O:20][CH2:21][CH2:22][CH2:23][CH2:24][CH2:25][CH2:26][CH2:27][CH2:28][CH2:29][CH3:30])[CH:19]=[C:12]([O:11][CH2:1][CH2:2][CH2:3][CH2:4][CH2:5][CH2:6][CH2:7][CH2:8][CH2:9][CH3:10])[CH:13]=5)=[C:54]5[NH:50][C:51](=[C:15]([C:14]6[CH:13]=[C:12]([O:11][CH2:1][CH2:2][CH2:3][CH2:4][CH2:5][CH2:6][CH2:7][CH2:8][CH2:9][CH3:10])[CH:19]=[C:18]([O:20][CH2:21][CH2:22][CH2:23][CH2:24][CH2:25][CH2:26][CH2:27][CH2:28][CH2:29][CH3:30])[CH:17]=6)[C:51]6[CH:52]=[CH:53][C:54]=2[N:50]=6)[CH:52]=[CH:53]5)[CH:53]=[CH:52]4)=[CH:52][CH:53]=3)=[CH:34][CH:35]=1)(=[O:47])[CH3:46]. Product: C(C)(=O)OCCCCCCOC1=CC=C(C=C1)C=1C2=CC=C(N2)C(=C2C=CC(C(=C3C=CC(=C(C=4C=CC1N4)C4=CC(=CC(=C4)OCCCCCCCCCC)OCCCCCCCCCC)N3)C3=CC(=CC(=C3)OCCCCCCCCCC)OCCCCCCCCCC)=N2)C2=CC(=CC(=C2)OCCCCCCCCCC)OCCCCCCCCCC (5-[4-(6Acetyloxy-hexyloxy)-phenyl]-10,15,20-tris(3,5-didecyloxy-phenyl)-porphyrin). Procedure: The title compound was prepared according to the method described in Example 15 above from 3,5-didecyloxy-benzaldehyde (see Example 13), acetic acid 6-(4-formyl-phenoxy)-hexyl ester (see Example 7) and pyrrole. Starting materials: C(CCCCCCCCC)OC=1C=C(C=O)C=C(C1)OCCCCCCCCCC (3,5-Didecyloxy-benzaldehyde), C(=O)C1=CC=C(OCCCCCCOC(C)=O)C=C1 (Acetic Acid 6-(4-Formyl-phenoxy)-hexyl Ester), N1C=CC=C1 (pyrrole). The reactants are C[S+](C)(C)=O, CON(C)C(=O)C=Cc1cccc(F)c1, [H-], [I-], [Na+], CN(C)C=O. Yields the product CON(C)C(=O)C1CC1c1cccc(F)c1. Reaction SMILES: [CH3:4][S+:5]([CH3:6])([CH3:7])=[O:8].[F:9][c:10]1[cH:11][c:12]([CH:16]=[CH:17][C:18](=[O:19])[N:20]([CH3:21])[O:22][CH3:23])[cH:13][cH:14][cH:15]1.[H-:2].[I-:3].[Na+:1].[O:24]=[CH:25][N:26]([CH3:27])[CH3:28]>>[CH2:4]1[CH:16]([c:12]2[cH:11][c:10]([F:9])[cH:15][cH:14][cH:13]2)[CH:17]1[C:18](=[O:19])[N:20]([CH3:21])[O:22][CH3:23].